Dataset: the Open Reaction Database (ORD), a public repository of structured organic reaction records. Task: describe an organic reaction: reactants, conditions, products, and yield Reactants: ClC1=CC=C(C=C1)S(=O)(=O)NCCC1=CC(=CC=C1)CC1C(C(=C(C1)OCC(C)C)CC)=O (4-Chloro-N-(3-((3-ethyl-4-isobutoxy-2-oxocyclopent-3-en-1-yl)methyl)phenethyl)-benzenesulfonamide), Cl (hydrochloric acid). The solvent is CC(=O)C (acetone). Conditions: time 13 hour. Yields the product ClC1=CC=C(C=C1)S(=O)(=O)NCCC1=CC(=CC=C1)CC1C(C(=C(C1)O)CC)=O (4-Chloro-N-(3-((3-ethyl-4-hydroxy-2-oxocyclopent-3-en-1-yl)methyl)phenethyl)-benzenesulfonamide). Yield: 75.0%. Reaction SMILES: [Cl:1][C:2]1[CH:7]=[CH:6][C:5]([S:8]([NH:11][CH2:12][CH2:13][C:14]2[CH:19]=[CH:18][CH:17]=[C:16]([CH2:20][CH:21]3[CH2:25][C:24]([O:26]CC(C)C)=[C:23]([CH2:31][CH3:32])[C:22]3=[O:33])[CH:15]=2)(=[O:10])=[O:9])=[CH:4][CH:3]=1.Cl>CC(C)=O>[Cl:1][C:2]1[CH:3]=[CH:4][C:5]([S:8]([NH:11][CH2:12][CH2:13][C:14]2[CH:19]=[CH:18][CH:17]=[C:16]([CH2:20][CH:21]3[CH2:25][C:24]([OH:26])=[C:23]([CH2:31][CH3:32])[C:22]3=[O:33])[CH:15]=2)(=[O:10])=[O:9])=[CH:6][CH:7]=1. Procedure details: A mixture of 38 (0.005 g, 0.11 mmol) in acetone (5 mL) was added with 2 N hydrochloric acid (5 mL). The reaction mixture was stirred at rt for 13 h and then concentrated, extracted with ethyl acetate (10 mL×2), and washed with brine (5 mL×2). The organic layer was dried with sodium sulfate anhydrous, filtered and concentrated and the residue so obtained was purified by reverse phase preparative HPLC to give the desired compound.